This data is from the Open Reaction Database (ORD), a public repository of structured organic reaction records. The task is: describe an organic reaction: reactants, conditions, products, and yield The reactants are CS(=O)(=O)Cl, CCCCc1nc2c(N)nc3ccccc3c2n1CCN, c1ccncc1. Product: CCCCc1nc2c(N)nc3ccccc3c2n1CCNS(C)(=O)=O. RXN SMILES: [CH3:1][S:2]([Cl:3])(=[O:4])=[O:5].[NH2:6][CH2:7][CH2:8][n:9]1[c:10]([CH2:23][CH2:24][CH2:25][CH3:26])[n:11][c:12]2[c:13]([NH2:22])[n:14][c:15]3[cH:16][cH:17][cH:18][cH:19][c:20]3[c:21]12.[cH:27]1[cH:28][cH:29][n:30][cH:31][cH:32]1>>[CH3:1][S:2](=[O:4])(=[O:5])[NH:6][CH2:7][CH2:8][n:9]1[c:10]([CH2:23][CH2:24][CH2:25][CH3:26])[n:11][c:12]2[c:13]([NH2:22])[n:14][c:15]3[cH:16][cH:17][cH:18][cH:19][c:20]3[c:21]12. Reactants: CCOC(=O)CCCCCn1ccnc1, CC(C)C[AlH]CC(C)C, CO, Cc1ccccc1, O. The product is O=CCCCCCn1ccnc1. RXN SMILES: [CH2:10]([O:12][C:13](=[O:11])[CH2:15][CH2:16][CH2:17][CH2:18][CH2:19][n:20]1[cH:21][n:22][cH:23][cH:24]1)[CH3:14].[CH3:1][CH:2]([CH2:3][AlH:4][CH2:5][CH:6]([CH3:7])[CH3:8])[CH3:9].[CH3:25][OH:26].[CH3:28][c:29]1[cH:30][cH:31][cH:32][cH:33][cH:34]1.[OH2:27]>>[O:12]=[CH:13][CH2:15][CH2:16][CH2:17][CH2:18][CH2:19][n:20]1[cH:21][n:22][cH:23][cH:24]1. Reported procedure: According to the procedure described in the synthesis method of Compound II-15, 2-(3-benzylureidooxy)acetic acid (Compound VI-1) 52 mg (0.23 mmol) was coupled with (S)-2-amino-N1-(benzo[b]thiophen-3-ylmethyl)-N1—((S)-1,1-diethoxypropan-2-yl)-N4-tritylsuccinamide (Compound IV-21) 100 mg (0.15 mmol) to obtain the title compound. Starting materials: Compound II, C(C1=CC=CC=C1)NC(NOCC(=O)O)=O (2-(3-benzylureidooxy)acetic acid), N[C@H](C(=O)N([C@H](C(OCC)OCC)C)CC=1C2=C(SC1)C=CC=C2)CC(=O)NC(C2=CC=CC=C2)(C2=CC=CC=C2)C2=CC=CC=C2 ((S)-2-amino-N1-(benzo[b]thiophen-3-ylmethyl)-N1—((S)-1,1-diethoxypropan-2-yl)-N4-tritylsuccinamide). The product is S1C2=C(C(=C1)CN(C([C@H](CC(NC(C1=CC=CC=C1)(C1=CC=CC=C1)C1=CC=CC=C1)=O)NC(CONC(=O)NCC1=CC=CC=C1)=O)=O)[C@H](C(OCC)OCC)C)C=CC=C2 (1-(2-((S)-1-((benzo[b]thiophen-3-ylmethyl)((S)-1,1-diethoxypropan-2-yl)amino)-1,4-dioxo-4-(tritylamino)butan-2-ylamino)-2-oxoethoxy)-3-benzylurea). Reaction SMILES: [CH2:1]([NH:8][C:9](=[O:16])[NH:10][O:11][CH2:12][C:13]([OH:15])=O)[C:2]1[CH:7]=[CH:6][CH:5]=[CH:4][CH:3]=1.[NH2:17][C@@H:18]([CH2:41][C:42]([NH:44][C:45]([C:58]1[CH:63]=[CH:62][CH:61]=[CH:60][CH:59]=1)([C:52]1[CH:57]=[CH:56][CH:55]=[CH:54][CH:53]=1)[C:46]1[CH:51]=[CH:50][CH:49]=[CH:48][CH:47]=1)=[O:43])[C:19]([N:21]([CH2:31][C:32]1[C:33]2[CH:40]=[CH:39][CH:38]=[CH:37][C:34]=2[S:35][CH:36]=1)[C@@H:22]([CH3:30])[CH:23]([O:27][CH2:28][CH3:29])[O:24][CH2:25][CH3:26])=[O:20]>>[S:35]1[CH:36]=[C:32]([CH2:31][N:21]([C@@H:22]([CH3:30])[CH:23]([O:24][CH2:25][CH3:26])[O:27][CH2:28][CH3:29])[C:19](=[O:20])[C@@H:18]([NH:17][C:13](=[O:15])[CH2:12][O:11][NH:10][C:9]([NH:8][CH2:1][C:2]2[CH:3]=[CH:4][CH:5]=[CH:6][CH:7]=2)=[O:16])[CH2:41][C:42](=[O:43])[NH:44][C:45]([C:46]2[CH:47]=[CH:48][CH:49]=[CH:50][CH:51]=2)([C:58]2[CH:63]=[CH:62][CH:61]=[CH:60][CH:59]=2)[C:52]2[CH:53]=[CH:54][CH:55]=[CH:56][CH:57]=2)[C:33]2[CH:40]=[CH:39][CH:38]=[CH:37][C:34]1=2.